This data is from the Open Reaction Database (ORD), a public repository of structured organic reaction records. The task is: describe an organic reaction: reactants, conditions, products, and yield Reactants: CSCCC(NC(=O)c1cc(OC(Cc2cncn2C)c2nccs2)ccc1CCc1ccc(F)cc1)C(=O)OC(C)(C)C, O=C(O)C(F)(F)F. The product is CSCCC(NC(=O)c1cc(OC(Cc2cncn2C)c2nccs2)ccc1CCc1ccc(F)cc1)C(=O)O. As a reaction SMILES: [F:1][c:2]1[cH:3][cH:4][c:5]([CH2:6][CH2:7][c:8]2[c:9]([C:10](=[O:11])[NH:12][CH:13]([C:14](=[O:15])[O:16][C:17]([CH3:18])([CH3:19])[CH3:20])[CH2:21][CH2:22][S:23][CH3:24])[cH:25][c:26]([O:29][CH:30]([CH2:31][c:32]3[cH:33][n:34][cH:35][n:36]3[CH3:37])[c:38]3[s:39][cH:40][cH:41][n:42]3)[cH:27][cH:28]2)[cH:43][cH:44]1.[F:45][C:46]([F:47])([F:48])[C:49]([OH:50])=[O:51]>>[F:1][c:2]1[cH:3][cH:4][c:5]([CH2:6][CH2:7][c:8]2[c:9]([C:10](=[O:11])[NH:12][CH:13]([C:14](=[O:15])[OH:16])[CH2:21][CH2:22][S:23][CH3:24])[cH:25][c:26]([O:29][CH:30]([CH2:31][c:32]3[cH:33][n:34][cH:35][n:36]3[CH3:37])[c:38]3[s:39][cH:40][cH:41][n:42]3)[cH:27][cH:28]2)[cH:43][cH:44]1. Starting materials: C(C)(=O)OC(C)=O (Acetic anhydride), C1=C(C=C2C=CC=CC=C12)CC=1C=C(C=CC1)[C@H]1[C@H](O)[C@@H](O)[C@H](O)[C@H](O1)CO ((1S)-1,5-anhydro-1-[3-(azulen-2-ylmethyl)phenyl]-D-glucitol). Run in N1=CC=CC=C1 (pyridine), C(C)(=O)OCC (ethyl acetate). Run at time 15 hour. The product is C(C)(=O)O[C@H]1[C@@H](O[C@@H]([C@H]([C@@H]1OC(C)=O)OC(C)=O)COC(C)=O)C1=CC(=CC=C1)CC1=CC2=CC=CC=CC2=C1 ((1S)-2,3,4,6-tetra-O-acetyl-1,5-anhydro-1-[3-(azulen-2-ylmethyl)phenyl]-D-glucitol). As a reaction SMILES: C(O[C:5](=[O:7])[CH3:6])(=O)C.[CH:8]1[C:17]2[C:11]([CH:12]=[CH:13][CH:14]=[CH:15][CH:16]=2)=[CH:10][C:9]=1[CH2:18][C:19]1[CH:20]=[C:21]([C@@H:25]2[O:33][C@H:32]([CH2:34][OH:35])[C@@H:30]([OH:31])[C@H:28]([OH:29])[C@H:26]2[OH:27])[CH:22]=[CH:23][CH:24]=1>N1C=CC=CC=1.C(OCC)(=O)C>[C:26]([O:27][C@@H:26]1[C@@H:28]([O:29][C:28](=[O:29])[CH3:30])[C@H:30]([O:31][C:32](=[O:33])[CH3:34])[C@@H:32]([CH2:34][O:35][C:5](=[O:7])[CH3:6])[O:33][C@H:25]1[C:21]1[CH:22]=[CH:23][CH:24]=[C:19]([CH2:18][C:9]2[CH:10]=[C:11]3[C:17](=[CH:16][CH:15]=[CH:14][CH:13]=[CH:12]3)[CH:8]=2)[CH:20]=1)(=[O:27])[CH3:25]. Procedure: Acetic anhydride (0.3 ml) was added to a solution of (1S)-1,5-anhydro-1-[3-(azulen-2-ylmethyl)phenyl]-D-glucitol (0.24 g) in pyridine (5.0 ml) at room temperature and the mixture was stirred for 15 hours. The reaction mixture was diluted with ethyl acetate. The diluted solution was washed with 10% aqueous solution of hydrochloric acid, saturated aqueous solution of sodium hydrogencarbonate, and saturated brine in that order and dried over anhydrous sodium sulfate. After filtration, the filtrate ... The reactants are N(C1=CC=CC=C1)C1=CC=C(C=C1)O (4-anilinophenol), N1C=NC=C1 (imidazole), C(C)(C)(C)[Si](C)(C)Cl (tert-butyl(chloro)dimethylsilane). Solvent: C(C)#N (acetonitrile). Run at temperature 70 celsius, time 4 hour. The product is [Si](C)(C)(C(C)(C)C)OC1=CC=C(NC2=CC=CC=C2)C=C1 (4-{[tert-Butyl(dimethyl)silyl]oxy}-N-phenylaniline). RXN SMILES: [NH:1]([C:8]1[CH:13]=[CH:12][C:11]([OH:14])=[CH:10][CH:9]=1)[C:2]1[CH:7]=[CH:6][CH:5]=[CH:4][CH:3]=1.N1C=CN=C1.[C:20]([Si:24](Cl)([CH3:26])[CH3:25])([CH3:23])([CH3:22])[CH3:21]>C(#N)C>[Si:24]([O:14][C:11]1[CH:10]=[CH:9][C:8]([NH:1][C:2]2[CH:7]=[CH:6][CH:5]=[CH:4][CH:3]=2)=[CH:13][CH:12]=1)([C:20]([CH3:23])([CH3:22])[CH3:21])([CH3:26])[CH3:25]. Procedure details: To a solution of 12 g of 4-anilinophenol (64.7 mmol) in 200 mL of acetonitrile there are added at ambient temperature 6.7 g of imidazole (97.05 mmol) and 11.7 g of tert-butyl(chloro)dimethylsilane (77.64 mmol). The whole is stirred at 70° C. for 4 hours. Then the reaction mixture is poured onto water and extracted with ether. The organic phase is subsequently dried over magnesium sulphate and then filtered and evaporated to dryness. The crude product so obtained is then purified by chromatograph... The reactants are CC(C)(C)OC(=O)N1CC(CO)C2(CCCCC2)C1, CC(C)(C)OC(=O)N1CC(CO)C2(CCCC2)C1. Product: CC(C)(C)OC(=O)N1CC(CO)C2(CCC2)C1. RXN SMILES: [C:19]([O:20][C:21]([N:22]1[CH2:23][CH:24]([CH2:25][OH:26])[C:27]2([CH2:28][CH2:29][CH2:30][CH2:31][CH2:32]2)[CH2:33]1)=[O:34])([CH3:35])([CH3:36])[CH3:37].[C:1]([CH3:2])([CH3:3])([CH3:4])[O:5][C:6](=[O:7])[N:8]1[CH2:9][C:10]2([CH:11]([CH2:13][OH:14])[CH2:12]1)[CH2:15][CH2:16][CH2:17][CH2:18]2>>[C:1]([CH3:2])([CH3:3])([CH3:4])[O:5][C:6](=[O:7])[N:8]1[CH2:9][C:10]2([CH:11]([CH2:13][OH:14])[CH2:12]1)[CH2:16][CH2:17][CH2:18]2. Reactants: C(CCC=CCCCCCCCCC)NC=1C=C(C(=O)O)C=CC1 (3-(4-tetradecenylamino)benzoic acid), O1CCCC=C1 (dihydropyran), C1(=CC=C(C=C1)S(=O)(=O)O)C (p-toluenesulfonic acid). Solvent: C1(=CC=CC=C1)C (toluene). The product is C(CCC=CCCCCCCCCC)NC=1C=C(C(=O)OC2OCCCC2)C=CC1 (tetrahydropyranyl 3-(4-tetradecenylamino)benzoate). As a reaction SMILES: [CH2:1]([NH:15][C:16]1[CH:17]=[C:18]([CH:22]=[CH:23][CH:24]=1)[C:19]([OH:21])=[O:20])[CH2:2][CH2:3][CH:4]=[CH:5][CH2:6][CH2:7][CH2:8][CH2:9][CH2:10][CH2:11][CH2:12][CH2:13][CH3:14].[O:25]1[CH:30]=[CH:29][CH2:28][CH2:27][CH2:26]1.C1(C)C=CC(S(O)(=O)=O)=CC=1>C1(C)C=CC=CC=1>[CH2:1]([NH:15][C:16]1[CH:17]=[C:18]([CH:22]=[CH:23][CH:24]=1)[C:19]([O:21][CH:26]1[CH2:27][CH2:28][CH2:29][CH2:30][O:25]1)=[O:20])[CH2:2][CH2:3][CH:4]=[CH:5][CH2:6][CH2:7][CH2:8][CH2:9][CH2:10][CH2:11][CH2:12][CH2:13][CH3:14]. Reported procedure: A mixture of 7 g. 3-(4-tetradecenylamino)benzoic acid, 2 g. dihydropyran and 100 mg. anhydrous p-toluenesulfonic acid in 50 ml. toluene is stirred at room temperature for 20 hours. The solution is washed with saturated sodium bicarbonate, dried, and evaporated. The residue is collected and crystallized from methylcyclohexane to yield the product as white crystals. Yields the product Cn1cc(C(=O)Cl)c(C(F)F)n1. Starting materials: Cc1ccccc1, [Cl-], Cn1cc(C(=O)O)c(C(F)F)n1, O=S(Cl)Cl. RXN SMILES: [CH3:18][c:19]1[cH:20][cH:21][cH:22][cH:23][cH:24]1.[Cl-:17].[F:1][CH:2]([c:3]1[n:4][n:5]([CH3:11])[cH:6][c:7]1[C:8](=[O:9])[OH:10])[F:12].[S:13]([Cl:14])([Cl:15])=[O:16]>>[F:1][CH:2]([c:3]1[n:4][n:5]([CH3:11])[cH:6][c:7]1[C:8](=[O:9])[Cl:15])[F:12]. Starting materials: O=C([O-])[O-], Cc1cc(Cl)nnc1Cl, [Cs+], [Cs+], C1COCCO1, O, OB(O)c1ccccc1. Product: Cc1cc(-c2ccccc2)nnc1Cl. RXN SMILES: [C:19](=[O:20])([O-:21])[O-:22].[Cl:1][c:2]1[n:3][n:4][c:5]([Cl:9])[cH:6][c:7]1[CH3:8].[Cs+:23].[Cs+:24].[O:25]1[CH2:26][CH2:27][O:28][CH2:29][CH2:30]1.[OH2:31].[OH:10][B:11]([OH:12])[c:13]1[cH:14][cH:15][cH:16][cH:17][cH:18]1>>[Cl:1][c:2]1[n:3][n:4][c:5](-[c:13]2[cH:14][cH:15][cH:16][cH:17][cH:18]2)[cH:6][c:7]1[CH3:8]. Reactants: FC(C(=O)O)(F)F.N[C@@H]1C(N(C\C=C/C1)C1=CC=CC=C1)=O ((S,Z)-3-Amino-1-phenyl-3,4-dihydro-1H-azepin-2(7H)-one trifluoroacetate), C(C)(C)(C)OC(=O)N[C@H](C(=O)O)CCC=C ((S)-2-(tert-butoxycarbonylamino)hex-5-enoic acid). The product is N[C@@H]1C(N(C\C=C/CC1)C1=CC=CC=C1)=O ((S,Z)-3-Amino-1-phenyl-1,4,5,8-tetrahydroazocin-2 (3H)-one). Reaction SMILES: F[C:2](F)(F)C(O)=O.[NH2:8][C@H:9]1[CH2:15][CH:14]=[CH:13][CH2:12][N:11]([C:16]2[CH:21]=[CH:20][CH:19]=[CH:18][CH:17]=2)[C:10]1=[O:22].C(OC(N[C@@H](CCC=C)C(O)=O)=O)(C)(C)C>>[NH2:8][C@H:9]1[CH2:15][CH2:14][CH:13]=[CH:12][CH2:2][N:11]([C:16]2[CH:21]=[CH:20][CH:19]=[CH:18][CH:17]=2)[C:10]1=[O:22] |f:0.1|. Reported procedure: (S,Z)-3-Amino-1-phenyl-1,4,5,8-tetrahydroazocin-2 (3H)-one (175 mg, 0.692 mmol) was synthesized as described for the preparation of Intermediate 52 using (S)-2-(tert-butoxycarbonylamino)hex-5-enoic acid in step A. Anal. Calcd. for C13H16N2O m/z 216.2. found: 217.0 (M+H)+. The product is C1(CCCCC1)N(C(=O)NC1=C(C=CC=C1C)C)C=1N(N=C2C=CC=CC12)C1=CC=CC=C1 (1-Cyclohexyl-3-(2,6-dimethyl-phenyl)-1-(2-phenyl-2H-indazol-3-yl)-urea). Starting materials: C1(CCCCC1)NC=1N(N=C2C=CC=CC12)C1=CC=CC=C1 (cyclohexyl-(2-phenyl-2H-indazol-3-yl)-amine), N(=C=O)C1=C(C=CC=C1C)C (2-isocyanato-1,3-dimethyl-benzene). Run in C1(=CC=CC=C1)C (toluene). Procedure: In analogy to the procedure described in example 1.2, cyclohexyl-(2-phenyl-2H-indazol-3-yl)-amine (example 1.1) was reacted with 2-isocyanato-1,3-dimethyl-benzene ([28556-81-2]) in toluene for 72 h under reflux conditions to give the title compound as yellow oil. MS: m/e=439.3 [M+H+]. Reaction SMILES: [CH:1]1([NH:7][C:8]2[N:9]([C:17]3[CH:22]=[CH:21][CH:20]=[CH:19][CH:18]=3)[N:10]=[C:11]3[C:16]=2[CH:15]=[CH:14][CH:13]=[CH:12]3)[CH2:6][CH2:5][CH2:4][CH2:3][CH2:2]1.[N:23]([C:26]1[C:31]([CH3:32])=[CH:30][CH:29]=[CH:28][C:27]=1[CH3:33])=[C:24]=[O:25]>C1(C)C=CC=CC=1>[CH:1]1([N:7]([C:8]2[N:9]([C:17]3[CH:18]=[CH:19][CH:20]=[CH:21][CH:22]=3)[N:10]=[C:11]3[C:16]=2[CH:15]=[CH:14][CH:13]=[CH:12]3)[C:24]([NH:23][C:26]2[C:27]([CH3:33])=[CH:28][CH:29]=[CH:30][C:31]=2[CH3:32])=[O:25])[CH2:6][CH2:5][CH2:4][CH2:3][CH2:2]1.